The task is: describe an organic reaction: reactants, conditions, products, and yield. This data is from the Open Reaction Database (ORD), a public repository of structured organic reaction records. The reactants are O=C1C=C(O)C(COCc2ccccc2)O1, CCO, [H][H]. Yields the product O=C1C=C(O)C(CO)O1. Reaction SMILES: [CH2:1]([c:2]1[cH:3][cH:4][cH:5][cH:6][cH:7]1)[O:8][CH2:9][CH:10]1[C:11]([OH:16])=[CH:12][C:13](=[O:15])[O:14]1.[CH3:19][CH2:20][OH:21].[H:17][H:18]>>[OH:8][CH2:9][CH:10]1[C:11]([OH:16])=[CH:12][C:13](=[O:15])[O:14]1. Reactants: BrC=1C=C2C(C(NC2=CC1F)=O)(O)C=1C(=NC=CC1)OCC (5-bromo-3-(2-ethoxypyridin-3-yl)-6-fluoro-3-hydroxy-1,3-dihydroindol-2-one), CN(C=O)C (dimethylformamide). The reagents and catalysts are C=1C=CC(=CC1)[P](C=2C=CC=CC2)(C=3C=CC=CC3)[Pd]([P](C=4C=CC=CC4)(C=5C=CC=CC5)C=6C=CC=CC6)([P](C=7C=CC=CC7)(C=8C=CC=CC8)C=9C=CC=CC9)[P](C=1C=CC=CC1)(C=1C=CC=CC1)C=1C=CC=CC1 (tetrakis(triphenylphosphine)palladium), [C-]#N.[Zn+2].[C-]#N (zinc cyanide). The solvent is O (water). Reaction conditions: temperature 150 celsius, time 1 hour. The product is C(C)OC1=NC=CC=C1C1(C(NC2=CC(=C(C=C12)C#N)F)=O)O (3-(2-ethoxypyridin-3-yl)-6-fluoro-3-hydroxy-2-oxo-2,3-dihydro-1H-indole-5-carbonitrile). As a reaction SMILES: Br[C:2]1[CH:3]=[C:4]2[C:8](=[CH:9][C:10]=1[F:11])[NH:7][C:6](=[O:12])[C:5]2([C:14]1[C:15]([O:20][CH2:21][CH3:22])=[N:16][CH:17]=[CH:18][CH:19]=1)[OH:13].[CH3:23][N:24](C)C=O>O.C1C=CC([P]([Pd]([P](C2C=CC=CC=2)(C2C=CC=CC=2)C2C=CC=CC=2)([P](C2C=CC=CC=2)(C2C=CC=CC=2)C2C=CC=CC=2)[P](C2C=CC=CC=2)(C2C=CC=CC=2)C2C=CC=CC=2)(C2C=CC=CC=2)C2C=CC=CC=2)=CC=1.[C-]#N.[Zn+2].[C-]#N>[CH2:21]([O:20][C:15]1[C:14]([C:5]2([OH:13])[C:4]3[C:8](=[CH:9][C:10]([F:11])=[C:2]([C:23]#[N:24])[CH:3]=3)[NH:7][C:6]2=[O:12])=[CH:19][CH:18]=[CH:17][N:16]=1)[CH3:22] |f:4.5.6,^1:32,34,53,72|. Reported procedure: 161 mg (0.14 mmol) of tetrakis(triphenylphosphine)palladium (0) were added to a solution of 1.7 g (4.63 mmol) of 5-bromo-3-(2-ethoxypyridin-3-yl)-6-fluoro-3-hydroxy-1,3-dihydroindol-2-one from example a.1 and 544 mg (4.63 mmol) of zinc cyanide in 18 ml of dimethylformamide (DMF), and the mixture was agitated in a Biotage microwave apparatus at 150° C. for 1 h. The reaction solution was worked up by diluting with 300 ml of water, extracting with ethyl acetate (3×) and washing with saturated sodiu... Reactants: CN1N=CC2=CC(=CC=C12)B(O)O (1-methyl-1H-indazol-5-ylboronic acid), BrC1=NC(=CC=C1)Br (2,6-dibromopyridine), C([O-])([O-])=O.[K+].[K+] (potassium carbonate). The reagents and catalysts are C1=CC=C(C=C1)P([C-]2C=CC=C2)C3=CC=CC=C3.C1=CC=C(C=C1)P([C-]2C=CC=C2)C3=CC=CC=C3.Cl[Pd]Cl.[Fe+2] (PdCl2(dppf)). Solvent: O1CCOCC1 (dioxane), CCOC(=O)C (EtOAc). Reaction conditions: temperature 110 celsius. Yields the product BrC1=CC=CC(=N1)C=1C=C2C=NN(C2=CC1)C (5-(6-bromopyridin-2-yl)-1-methyl-1H-indazole). As a reaction SMILES: [CH3:1][N:2]1[C:10]2[C:5](=[CH:6][C:7](B(O)O)=[CH:8][CH:9]=2)[CH:4]=[N:3]1.[Br:14][C:15]1[CH:20]=[CH:19][CH:18]=[C:17](Br)[N:16]=1.C(=O)([O-])[O-].[K+].[K+]>O1CCOCC1.C1C=CC(P(C2C=CC=CC=2)[C-]2C=CC=C2)=CC=1.C1C=CC(P(C2C=CC=CC=2)[C-]2C=CC=C2)=CC=1.Cl[Pd]Cl.[Fe+2].CCOC(C)=O>[Br:14][C:15]1[N:16]=[C:17]([C:7]2[CH:6]=[C:5]3[C:10](=[CH:9][CH:8]=2)[N:2]([CH3:1])[N:3]=[CH:4]3)[CH:18]=[CH:19][CH:20]=1 |f:2.3.4,6.7.8.9|. Reported procedure: In a 10-20 mL reaction vial, the 1-methyl-1H-indazol-5-ylboronic acid (500 mg, 2.73 mmol) and the 2,6-dibromopyridine (776 mg, 3.27 mmol) were dissolved in dioxane (7 mL) under argon atmosphere. The mixture was bubbled with argon for 5 min and then potassium carbonate (754 mg, 5.46 mmol) and PdCl2(dppf) catalyst were added sequentially. The resulting reaction mixture was then sealed and heated in oil bath at 110° C. for 3 h. Reaction was then diluted with EtOAc (10 mL), filtered and the filtrate... Starting materials: CCn1cc(Cl)c(C(=O)O)n1, CC1(c2cc(N)ccc2F)N=C(N)OCC1(F)F. The product is CCn1cc(Cl)c(C(=O)Nc2ccc(F)c(C3(C)N=C(N)OCC3(F)F)c2)n1. RXN SMILES: [Cl:19][c:20]1[c:21]([C:27](=[O:28])[OH:29])[n:22][n:23]([CH2:25][CH3:26])[cH:24]1.[NH2:1][c:2]1[cH:3][cH:4][c:5]([F:18])[c:6]([C:8]2([CH3:17])[N:9]=[C:10]([NH2:16])[O:11][CH2:12][C:13]2([F:14])[F:15])[cH:7]1>>[NH:1]([c:2]1[cH:3][cH:4][c:5]([F:18])[c:6]([C:8]2([CH3:17])[N:9]=[C:10]([NH2:16])[O:11][CH2:12][C:13]2([F:14])[F:15])[cH:7]1)[C:27]([c:21]1[c:20]([Cl:19])[cH:24][n:23]([CH2:25][CH3:26])[n:22]1)=[O:28]. The reactants are ClC=1C=C(C=CC1)NC(OCC)=S (O-ethyl (3-chlorophenyl)-thiocarbamate), C(C)O (ethanol), [OH-].[Na+] (sodium hydroxide). Reagents/catalysts: [C-]#N.[C-]#N.[C-]#N.[C-]#N.[C-]#N.[C-]#N.[K+].[K+].[K+].[Fe+3] (potassium hexacyanoferrate (III)), [C-]#N.[C-]#N.[C-]#N.[C-]#N.[C-]#N.[C-]#N.[K+].[K+].[K+].[Fe+3] (potassium hexacyanoferrate (III)). The solvent is O (water), O (water), O (water). Conditions: temperature 90 celsius. Yields the product ClC1=CC=CC=2N=C(SC21)OCC (7-chloro-2-ethoxybenzothiazole). Reaction SMILES: [Cl:1][C:2]1[CH:3]=[C:4]([NH:8][C:9](=[S:13])[O:10][CH2:11][CH3:12])[CH:5]=[CH:6][CH:7]=1.C(O)C.[OH-].[Na+]>O.[C-]#N.[C-]#N.[C-]#N.[C-]#N.[C-]#N.[C-]#N.[K+].[K+].[K+].[Fe+3]>[Cl:1][C:2]1[C:3]2[S:13][C:9]([O:10][CH2:11][CH3:12])=[N:8][C:4]=2[CH:5]=[CH:6][CH:7]=1 |f:2.3,5.6.7.8.9.10.11.12.13.14|. Procedure details: 20 ml-portions of a mixture of 49.5 gm (0.24 mol) of O-ethyl (3-chlorophenyl)-thiocarbamate, 60 ml of ethanol, 350 ml of an aqueous 30% sodium hydroxide solution, and 300 ml of water were added at intervals of 5 minutes to a solution of 494 gm (1.5 mol) of potassium hexacyanoferrate (III) in 600 ml of water at 80°-90° C. After heating the mixture for 2 hours at 90° C., 200 gm (0.61 mol) of potassium hexacyanoferrate (III) were added again, and the mixture was heated for another 3 hours at 90° C.... Reactants: CCOC(=O)/N=N/C(=O)OCC (DEAD), OC=1C=NC(=NC1)NC(CCCCC)=O (N-(5-Hydroxypyrimidin-2-yl)hexanamide), C1(=CC=CC=C1)P(C1=CC=CC=C1)C1=CC=CC=C1 (triphenylphosphine), CSCCO (2-methylthioethanol). The solvent is O (water). Conditions: time 2 hour. The product is CSCCOC=1C=NC(=NC1)NC(CCCCC)=O (N-{5-[2-(methylthio)ethoxy]pyrimidin-2-yl}hexanamide). Isolated yield 61.5%. As a reaction SMILES: [OH:1][C:2]1[CH:3]=[N:4][C:5]([NH:8][C:9](=[O:15])[CH2:10][CH2:11][CH2:12][CH2:13][CH3:14])=[N:6][CH:7]=1.C1(P(C2C=CC=CC=2)C2C=CC=CC=2)C=CC=CC=1.[CH3:35][S:36][CH2:37][CH2:38]O.CCOC(/N=N/C(OCC)=O)=O>O>[CH3:35][S:36][CH2:37][CH2:38][O:1][C:2]1[CH:3]=[N:4][C:5]([NH:8][C:9](=[O:15])[CH2:10][CH2:11][CH2:12][CH2:13][CH3:14])=[N:6][CH:7]=1. Procedure details: N-(5-Hydroxypyrimidin-2-yl)hexanamide (8.18 g, 39 mmol) and triphenylphosphine (20.5 g, 78 mmol) were mixed, and dried under reduced pressure, and then the atmosphere was substituted with argon. These substances were dissolved by heating in anhydrous N,N-dimethylformamide (80 mL), and the solution was cooled to room temperature, and then added with 2-methylthioethanol (5.4 g, 58.6 mmol). The reaction mixture was added with DEAD (2.2 M solution in toluene, 26.6 mL, 58.6 mmol) on an ice bath, and ... The reactants are C(CCCCCCCCCCC)C1=CC=C(S1)C(=O)O (5-dodecylthiophene-2-carboxylic acid), C(CCCCCCC)OC1=C(C(=C(O)C=C1)C#N)C#N (2,3-dicyanohydroquinone monooctyl ether), C1(CCCCC1)N=C=NC1CCCCC1 (dicyclohexylcarbodiimide), N1(CCCC1)C1=NC=CC=C1 (pyrrolidinopyridine). The solvent is C1CCOC1 (THF). The product is C(CCCCCCCCCCC)C1=CC=C(S1)C(=O)OC1=C(C(=C(C=C1)OCCCCCCCC)C#N)C#N (2,3-dicyano-4-octyloxyphenyl 5-dodecylthiophene-2-carboxylate). Isolated yield 58.1%. RXN SMILES: [CH2:1]([C:13]1[S:17][C:16]([C:18]([OH:20])=[O:19])=[CH:15][CH:14]=1)[CH2:2][CH2:3][CH2:4][CH2:5][CH2:6][CH2:7][CH2:8][CH2:9][CH2:10][CH2:11][CH3:12].[CH2:21]([O:29][C:30]1[CH:36]=[CH:35][C:33](O)=[C:32]([C:37]#[N:38])[C:31]=1[C:39]#[N:40])[CH2:22][CH2:23][CH2:24][CH2:25][CH2:26][CH2:27][CH3:28].C1(N=C=NC2CCCCC2)CCCCC1.N1(C2C=CC=CN=2)CCCC1>C1COCC1>[CH2:1]([C:13]1[S:17][C:16]([C:18]([O:20][C:33]2[CH:35]=[CH:36][C:30]([O:29][CH2:21][CH2:22][CH2:23][CH2:24][CH2:25][CH2:26][CH2:27][CH3:28])=[C:31]([C:39]#[N:40])[C:32]=2[C:37]#[N:38])=[O:19])=[CH:15][CH:14]=1)[CH2:2][CH2:3][CH2:4][CH2:5][CH2:6][CH2:7][CH2:8][CH2:9][CH2:10][CH2:11][CH3:12]. Procedure details: 0.50 g (1.69 mM) of 5-dodecylthiophene-2-carboxylic acid (M.W.: 296), 0.46 g (1.69 mM) of 2,3-dicyanohydroquinone monooctyl ether (M.W.: 272) and 20 ml of THF were mixed and stirred. To the mixture, 0.35 g (1.69 mM) of dicyclohexylcarbodiimide (M.W.: 206) and 0.05 g of pyrrolidinopyridine were added, followed by stirring overnight at room temperature. After the reaction, the reaction mixture was subjected to filtration and the filtrate was subjected to distillation to obtain a crude product. The...